This data is from the Open Reaction Database (ORD), a public repository of structured organic reaction records. The task is: describe an organic reaction: reactants, conditions, products, and yield Starting materials: CCOC(=O)c1cc2cc(Cl)ccc2n1Cc1cccc(C)c1, CCO, [Na+], [OH-]. Yields the product Cc1cccc(Cn2c(C(=O)O)cc3cc(Cl)ccc32)c1. RXN SMILES: [CH2:3]([CH3:4])[O:5][C:6](=[O:7])[c:8]1[n:9]([CH2:18][c:19]2[cH:20][c:21]([CH3:25])[cH:22][cH:23][cH:24]2)[c:10]2[cH:11][cH:12][c:13]([Cl:17])[cH:14][c:15]2[cH:16]1.[CH3:26][CH2:27][OH:28].[Na+:2].[OH-:1]>>[O:5]=[C:6]([OH:7])[c:8]1[n:9]([CH2:18][c:19]2[cH:20][c:21]([CH3:25])[cH:22][cH:23][cH:24]2)[c:10]2[cH:11][cH:12][c:13]([Cl:17])[cH:14][c:15]2[cH:16]1. Reactants: 11.4, C(CCCCCCCCC)CCC(=S)O (3-n-decylthiopropionic acid), C(CCCCCCC)CCC(=S)O (3-n-octylthiopropionic acid), OCC(CO)(CO)CO (pentaerythritol). The reagents and catalysts are C1(=CC=C(C=C1)S(=O)(=O)O)C (para-toluenesulfonic acid). Conditions: temperature 135 celsius, time 5 hour. Product: C(CCCCCCCCC)CCC(=S)OCC(C(OC(CCCCCCCCCC)=S)(OC(CCCCCCCCCC)=S)OC(CCCCCCCCCCCC)=S)(C)C (Bis-(3-n-decylthiopropionoxy) Bis-(3-n-octylthiopropionoxy) neopentane). RXN SMILES: [CH2:1]([CH2:11][CH2:12][C:13]([OH:15])=[S:14])[CH2:2][CH2:3][CH2:4][CH2:5][CH2:6][CH2:7][CH2:8][CH2:9][CH3:10].[CH2:16]([CH2:24][CH2:25][C:26]([OH:28])=[S:27])[CH2:17][CH2:18][CH2:19][CH2:20][CH2:21][CH2:22][CH3:23].O[CH2:30][C:31]([CH2:36]O)([CH2:34][OH:35])[CH2:32]O>C1(C)C=CC(S(O)(=O)=O)=CC=1>[CH2:1]([CH2:11][CH2:12][C:13]([O:15][CH2:36][C:31]([CH3:30])([CH3:32])[C:34]([O:35][C:13](=[S:14])[CH2:12][CH2:11][CH2:1][CH2:2][CH2:3][CH2:4][CH2:5][CH2:6][CH2:7][CH2:8][CH2:9][CH3:10])([O:28][C:26](=[S:27])[CH2:25][CH2:24][CH2:16][CH2:17][CH2:18][CH2:19][CH2:20][CH2:21][CH2:22][CH3:23])[O:28][C:26](=[S:27])[CH2:25][CH2:24][CH2:16][CH2:17][CH2:18][CH2:19][CH2:20][CH2:21][CH2:22][CH3:23])=[S:14])[CH2:2][CH2:3][CH2:4][CH2:5][CH2:6][CH2:7][CH2:8][CH2:9][CH3:10]. Procedure: A Bis-(3-n-decylthiopropionoxy) Bis-(3-n-octylthiopropionoxy) neopentane was prepared. 150 grams (0.609 mol) of 3-n-decylthiopropionic acid and 132.9 grams (0.609 mol) of 3-n-octylthiopropionic acid were mixed, rendered molten and stirred within a reaction vessel, to which 39.5 grams (0.290 mol) of pentaerythritol were added, followed by 4.4 grams (0.023 mol) of para-toluenesulfonic acid catalyst. A vacuum of 40 torr was applied, and the mixture was heated to 135° C. Heating was continued for fi... Reactants: CC(C)(C)OC(=O)CBr, O=C([O-])[O-], [K+], [K+], C1CCOC1, OCCOc1cccc(O)c1. Product: CC(C)(C)OC(=O)COc1cccc(OCCO)c1. Reaction SMILES: [Br:18][CH2:19][C:20](=[O:21])[O:22][C:23]([CH3:24])([CH3:25])[CH3:26].[C:12](=[O:13])([O-:14])[O-:15].[K+:16].[K+:17].[O:27]1[CH2:28][CH2:29][CH2:30][CH2:31]1.[OH:1][CH2:2][CH2:3][O:4][c:5]1[cH:6][c:7]([OH:11])[cH:8][cH:9][cH:10]1>>[OH:1][CH2:2][CH2:3][O:4][c:5]1[cH:6][c:7]([O:11][CH2:19][C:20](=[O:21])[O:22][C:23]([CH3:24])([CH3:25])[CH3:26])[cH:8][cH:9][cH:10]1. Reactants: O (Water), Cl.N1CC(CC1)C=1SC=C(N1)COC1=CC=C(C=C1)N1N=NN=C1 (1-[4-(2-Pyrrolidin-3-yl-thiazol-4-ylmethoxy)-phenyl]-1H-tetrazole hydrochloride), ClC1=NC=CC=N1 (2-chloropyrimidine), C(=O)([O-])[O-].[K+].[K+] (K2CO3), CN(C)C=O (DMF). Conditions: temperature 90 celsius. As a reaction SMILES: Cl.[NH:2]1[CH2:6][CH2:5][CH:4]([C:7]2[S:8][CH:9]=[C:10]([CH2:12][O:13][C:14]3[CH:19]=[CH:18][C:17]([N:20]4[CH:24]=[N:23][N:22]=[N:21]4)=[CH:16][CH:15]=3)[N:11]=2)[CH2:3]1.ClC1N=[CH:30][CH:29]=[CH:28][N:27]=1.[C:32]([O-])([O-])=O.[K+].[K+].O.C[N:40]([CH:42]=O)[CH3:41]>>[CH2:30]([C:29]1[CH:41]=[N:40][C:42]([N:2]2[CH2:6][CH2:5][CH:4]([C:7]3[S:8][CH:9]=[C:10]([CH2:12][O:13][C:14]4[CH:15]=[CH:16][C:17]([N:20]5[CH:24]=[N:23][N:22]=[N:21]5)=[CH:18][CH:19]=4)[N:11]=3)[CH2:3]2)=[N:27][CH:28]=1)[CH3:32] |f:0.1,3.4.5|. Reported procedure: A mixture of 1-[4-(2-Pyrrolidin-3-yl-thiazol-4-ylmethoxy)-phenyl]-1H-tetrazole hydrochloride (From Step 1) (350 mg, 0.959 mmol), 2-chloropyrimidine (0.23 mL, 2.0 eq.) and K2CO3 (398 mg, 2.88 mmol) in DMF (5 mL) was heated at 90° C. for 4 hours. Water was added and the solution was extracted with ethyl acetate, separated, dried over sodium sulfate, filtered and concentrated. The residue was purified on silica gel (50:50 EtOAc/hexanes) to afford the desired product. 1H NMR (CDCl3): δ 8.91 (1H, s),... Product: C(C)C=1C=NC(=NC1)N1CC(CC1)C=1SC=C(N1)COC1=CC=C(C=C1)N1N=NN=C1 (5-Ethyl-2-{3-[4-(4-tetrazol-1-yl-phenoxymethyl)-thiazol-2-yl]-pyrrolidin-1-yl}-pyrimidine). The reactants are C(CCCC)NCC1=CC=C(S1)B(O)O ({5-[(pentylamino)methyl]-2-thienyl}boronic acid), BrC=1C=C2C(=CNC2=C(C1)C(=O)N)C1CCN(CC1)S(=O)(=O)CC (5-bromo-3-[1-(ethylsulfonyl)-4-piperidinyl]-1H-indole-7-carboxamide), C(=O)([O-])[O-].[K+].[K+] (K2CO3). Reagents/catalysts: C=1C=CC(=CC1)[P](C=2C=CC=CC2)(C=3C=CC=CC3)[Pd]([P](C=4C=CC=CC4)(C=5C=CC=CC5)C=6C=CC=CC6)([P](C=7C=CC=CC7)(C=8C=CC=CC8)C=9C=CC=CC9)[P](C=1C=CC=CC1)(C=1C=CC=CC1)C=1C=CC=CC1 (tetrakis(triphenylphosphine)palladium(0)). Product: C(C)S(=O)(=O)N1CCC(CC1)C1=CNC2=C(C=C(C=C12)C=1SC(=CC1)CNCCCCC)C(=O)N (3-[1-(ethylsulfonyl)-4-piperidinyl]-5-{5-[(pentylamino)methyl]-2-thienyl}-1H-indole-7-carboxamide). Yield: 20.0%. As a reaction SMILES: [CH2:1]([NH:6][CH2:7][C:8]1[S:12][C:11](B(O)O)=[CH:10][CH:9]=1)[CH2:2][CH2:3][CH2:4][CH3:5].Br[C:17]1[CH:18]=[C:19]2[C:23](=[C:24]([C:26]([NH2:28])=[O:27])[CH:25]=1)[NH:22][CH:21]=[C:20]2[CH:29]1[CH2:34][CH2:33][N:32]([S:35]([CH2:38][CH3:39])(=[O:37])=[O:36])[CH2:31][CH2:30]1.C([O-])([O-])=O.[K+].[K+]>C1C=CC([P]([Pd]([P](C2C=CC=CC=2)(C2C=CC=CC=2)C2C=CC=CC=2)([P](C2C=CC=CC=2)(C2C=CC=CC=2)C2C=CC=CC=2)[P](C2C=CC=CC=2)(C2C=CC=CC=2)C2C=CC=CC=2)(C2C=CC=CC=2)C2C=CC=CC=2)=CC=1>[CH2:38]([S:35]([N:32]1[CH2:31][CH2:30][CH:29]([C:20]2[C:19]3[C:23](=[C:24]([C:26]([NH2:28])=[O:27])[CH:25]=[C:17]([C:11]4[S:12][C:8]([CH2:7][NH:6][CH2:1][CH2:2][CH2:3][CH2:4][CH3:5])=[CH:9][CH:10]=4)[CH:18]=3)[NH:22][CH:21]=2)[CH2:34][CH2:33]1)(=[O:37])=[O:36])[CH3:39] |f:2.3.4,^1:49,51,70,89|. Procedure details: Following the general procedure of 3-[1-(ethylsulfonyl)-4-piperidinyl]-5-(5-{[(2-methylbutyl)amino]methyl}-2-thienyl)-1H-indole-7-carboxamide, (5-formyl-2-thienyl)boronic acid (50 mg, 0.32 mmol), pentylamine (29 mg, 0.32 mmol), and NaCNBH3 (40 mg, 0.64 mmol) were reacted to give 45 mg of crude {5-[(pentylamino)methyl]-2-thienyl}boronic acid. The crude {5-[(pentylamino)methyl]-2-thienyl}boronic acid was then reacted with 5-bromo-3-[1-(ethylsulfonyl)-4-piperidinyl]-1H-indole-7-carboxamide (65 mg, ... Yields the product NCCCCCCCCCCCCCCCCO (16-Aminohexadecanol). The solvent is O1CCCC1 (tetrahydrofuran), O (water), O (water). Run at time 8 hour. Starting materials: C(C)(C)OC(C)C (isopropyl ether), aqueous solution, [OH-].[Na+] (sodium hydroxide), [H-].[Al+3].[Li+].[H-].[H-].[H-] (lithium aluminum hydride), NCCCCCCCCCCCCCCCC(=O)OC (methyl 16-aminohexadecanoate). Procedure details: In a mixed solvent of 75 ml of isopropyl ether and 25 ml of tetrahydrofuran was suspended 1.0 g of lithium aluminum hydride and to the suspension was added with stirring at room temperature 2.45 g of crystalline methyl 16-aminohexadecanoate and the mixture was stirred overnight. To the reaction solution were added successively 1 ml of water, 1 ml of a 10% aqueous solution of sodium hydroxide and 3 ml of water and the insolubles thus precipitated out were filtered off. The insolubles were extract... RXN SMILES: C(OC(C)C)(C)C.[H-].[Al+3].[Li+].[H-].[H-].[H-].[NH2:14][CH2:15][CH2:16][CH2:17][CH2:18][CH2:19][CH2:20][CH2:21][CH2:22][CH2:23][CH2:24][CH2:25][CH2:26][CH2:27][CH2:28][CH2:29][C:30](OC)=[O:31].[OH-].[Na+]>O.O1CCCC1>[NH2:14][CH2:15][CH2:16][CH2:17][CH2:18][CH2:19][CH2:20][CH2:21][CH2:22][CH2:23][CH2:24][CH2:25][CH2:26][CH2:27][CH2:28][CH2:29][CH2:30][OH:31] |f:1.2.3.4.5.6,8.9|. Reactants: C(C)OC(=O)C1=NC(=CC=C1)S[Si](C(C)C)(C(C)C)C(C)C (6-triisopropylsilanylsulfanyl-pyridine-2-carboxylic acid ethyl ester), ClCC(C)=O (chloroacetone). Product: C(C)OC(=O)C1=NC(=CC=C1)SCC(C)=O (6-(2-Oxo-propylsulfanyl)-pyridine-2-carboxylic acid ethyl ester). As a reaction SMILES: [CH2:1]([O:3][C:4]([C:6]1[CH:11]=[CH:10][CH:9]=[C:8]([S:12][Si](C(C)C)(C(C)C)C(C)C)[N:7]=1)=[O:5])[CH3:2].Cl[CH2:24][C:25](=[O:27])[CH3:26]>>[CH2:1]([O:3][C:4]([C:6]1[CH:11]=[CH:10][CH:9]=[C:8]([S:12][CH2:24][C:25](=[O:27])[CH3:26])[N:7]=1)=[O:5])[CH3:2]. Reported procedure: Prepared according to the procedure described in Example 6, Step 2, using the following starting materials: 6-triisopropylsilanylsulfanyl-pyridine-2-carboxylic acid ethyl ester and chloroacetone.